This data is from the Open Reaction Database (ORD), a public repository of structured organic reaction records. The task is: describe an organic reaction: reactants, conditions, products, and yield Starting materials: C(C1=CC=CC=C1)OC1=C(N(C=CC1=O)CCO)C(O)C1=C(C=CC=C1)OCC1=CC=CC=C1 (3-benzyloxy-2-[(2-benzyloxy-phenyl)-hydroxy-methyl]-1-(2-hydroxy-ethyl)-1H-pyridin-4-one). The solvent is C(C)(=O)OCC.C(C)O (ethyl acetate ethanol). Yields the product OC1=C(N(C=CC1=O)CCO)C(C1=C(C=CC=C1)O)O (3-Hydroxy-1-(2-hydroxy-ethyl)-2-[hydroxy-(2-hydroxy-phenyl)-methyl]-1H-pyridin-4-one). RXN SMILES: C([O:8][C:9]1[C:14](=[O:15])[CH:13]=[CH:12][N:11]([CH2:16][CH2:17][OH:18])[C:10]=1[CH:19]([C:21]1[CH:26]=[CH:25][CH:24]=[CH:23][C:22]=1[O:27]CC1C=CC=CC=1)[OH:20])C1C=CC=CC=1>C(OCC)(=O)C.C(O)C>[OH:8][C:9]1[C:14](=[O:15])[CH:13]=[CH:12][N:11]([CH2:16][CH2:17][OH:18])[C:10]=1[CH:19]([OH:20])[C:21]1[CH:26]=[CH:25][CH:24]=[CH:23][C:22]=1[OH:27] |f:1.2|. Reported procedure: 3-Benzyloxy-2-[(2-benzyloxy-phenyl)-hydroxy-methyl]-1-(2-hydroxy-ethyl)-.1H-pyridin-4-one: From 2.42 g of 3-benzyloxy-2-[(2-benzyloxy-phenyl)-(tetrahydropyran-2-yloxy)-methyl]-1-(2.-hydroxy-ethyl)-1H-pyridin-4-one there is obtained analogously to Example 6e, after chromatography: 3-benzyloxy-2-[(2-benzyloxy-phenyl)-hydroxy-methyl]-1-(2-hydroxy-ethyl)-1H-pyridin-4-one. Beige foam. Rf value: 0.17 (silica gel 60, ethyl acetate/ethanol 9/1). Starting materials: Cc1ccc2cc[nH]c2c1, CO, Cl, [K+], O=C1CCNCC1, [OH-], O. The product is Cc1ccc2c(C3=CCNCC3)c[nH]c2c1. As a reaction SMILES: [CH3:12][c:13]1[cH:14][cH:15][c:16]2[cH:17][cH:18][nH:19][c:20]2[cH:21]1.[CH3:22][OH:23].[ClH:3].[K+:2].[NH:5]1[CH2:6][CH2:7][C:8](=[O:11])[CH2:9][CH2:10]1.[OH-:1].[OH2:4]>>[NH:5]1[CH2:6][CH2:7][C:8]([c:17]2[c:16]3[cH:15][cH:14][c:13]([CH3:12])[cH:21][c:20]3[nH:19][cH:18]2)=[CH:9][CH2:10]1. Starting materials: NC=1C=C(C=CC1)O (3-aminophenol), BrC=1C(=NC(=NC1)Cl)NCCCCO (4-(5-bromo-2-chloro-pyrimidin-4-ylamino)-butan-1-ol), solution, Cl (hydrochloric acid). Run in C(C)#N (acetonitrile), O1CCOCC1 (dioxane). Yields the product BrC=1C(=NC(=NC1)NC=1C=C(C=CC1)O)NCCCCO (3-[5-Bromo-4-(4-hydroxy-butylamino)-pyrimidin-2-ylamino]-phenol). RXN SMILES: [NH2:1][C:2]1[CH:3]=[C:4]([OH:8])[CH:5]=[CH:6][CH:7]=1.[Br:9][C:10]1[C:11]([NH:17][CH2:18][CH2:19][CH2:20][CH2:21][OH:22])=[N:12][C:13](Cl)=[N:14][CH:15]=1.Cl>C(#N)C.O1CCOCC1>[Br:9][C:10]1[C:11]([NH:17][CH2:18][CH2:19][CH2:20][CH2:21][OH:22])=[N:12][C:13]([NH:1][C:2]2[CH:3]=[C:4]([OH:8])[CH:5]=[CH:6][CH:7]=2)=[N:14][CH:15]=1. Procedure: A reaction mixture of 327 mg (3.0 mmol) of 3-aminophenol and 864 mg (3.1 mmol) of 4-(5-bromo-2-chloro-pyrimidin-4-ylamino)-butan-1-ol in 9 ml of acetonitrile is mixed with 0.75 ml of a 4 M solution of hydrochloric acid in dioxane, and it is stirred under reflux overnight. After the cooling, the reaction mixture is filtered, and the filtrate is completely concentrated by evaporation. The oil that is obtained is recrystallized from ethyl acetate/ethanol. The solid is filtered off and then dissolve... Reactants: [BH4-], CCOC(=O)C1=C(C=O)NC(C)=C(C(=O)OCCN(C)Cc2ccccc2)C1c1cccc([N+](=O)[O-])c1, CCO, Cl, [Na+]. Product: CCOC(=O)C1=C(CO)NC(C)=C(C(=O)OCCN(C)Cc2ccccc2)C1c1cccc([N+](=O)[O-])c1. As a reaction SMILES: [BH4-:38].[CH3:1][C:2]1=[C:7]([C:8](=[O:9])[O:10][CH2:11][CH2:12][N:13]([CH2:14][c:15]2[cH:16][cH:17][cH:18][cH:19][cH:20]2)[CH3:21])[CH:6]([c:22]2[cH:23][c:24]([N+:28](=[O:29])[O-:30])[cH:25][cH:26][cH:27]2)[C:5]([C:31](=[O:32])[O:33][CH2:34][CH3:35])=[C:4]([CH:36]=[O:37])[NH:3]1.[CH3:41][CH2:42][OH:43].[ClH:40].[Na+:39]>>[CH3:1][C:2]1=[C:7]([C:8](=[O:9])[O:10][CH2:11][CH2:12][N:13]([CH2:14][c:15]2[cH:16][cH:17][cH:18][cH:19][cH:20]2)[CH3:21])[CH:6]([c:22]2[cH:23][c:24]([N+:28](=[O:29])[O-:30])[cH:25][cH:26][cH:27]2)[C:5]([C:31](=[O:32])[O:33][CH2:34][CH3:35])=[C:4]([CH2:36][OH:37])[NH:3]1. Reactants: COc1ccc(B(O)O)cn1, O=C(NC1CCN(CCN2CCCCCC2)CC1)c1cc2c(Br)cccc2[nH]1. The product is COc1ccc(-c2cccc3[nH]c(C(=O)NC4CCN(CCN5CCCCCC5)CC4)cc23)cn1. As a reaction SMILES: [CH3:29][O:30][c:31]1[cH:32][cH:33][c:34]([B:37]([OH:38])[OH:39])[cH:35][n:36]1.[N:1]1([CH2:8][CH2:9][N:10]2[CH2:11][CH2:12][CH:13]([NH:16][C:17](=[O:18])[c:19]3[nH:20][c:21]4[cH:22][cH:23][cH:24][c:25]([Br:28])[c:26]4[cH:27]3)[CH2:14][CH2:15]2)[CH2:2][CH2:3][CH2:4][CH2:5][CH2:6][CH2:7]1>>[N:1]1([CH2:8][CH2:9][N:10]2[CH2:11][CH2:12][CH:13]([NH:16][C:17](=[O:18])[c:19]3[nH:20][c:21]4[cH:22][cH:23][cH:24][c:25](-[c:34]5[cH:33][cH:32][c:31]([O:30][CH3:29])[n:36][cH:35]5)[c:26]4[cH:27]3)[CH2:14][CH2:15]2)[CH2:2][CH2:3][CH2:4][CH2:5][CH2:6][CH2:7]1.